From a dataset of the Open Reaction Database (ORD), a public repository of structured organic reaction records. describe an organic reaction: reactants, conditions, products, and yield Reactants: O (Water), FC=1C(=C(N)C=C(C1)F)[N+](=O)[O-] (3,5-difluoro-2-nitroaniline), C(=O)([O-])[O-].[Cs+].[Cs+] (Cs2CO3), OC1=CC=C(C=O)C=C1 (4-hydroxybenzaldehyde). The solvent is CS(=O)C (dimethylsulfoxide). Yields the product NC=1C=C(C=C(C1[N+](=O)[O-])F)OC1=CC=C(C=O)C=C1 (4-[(3-amino-5-fluoro-4-nitrophenyl)oxy]benzaldehyde). The yield is 84.4%. As a reaction SMILES: [F:1][C:2]1[C:3]([N+:10]([O-:12])=[O:11])=[C:4]([CH:6]=[C:7](F)[CH:8]=1)[NH2:5].C([O-])([O-])=O.[Cs+].[Cs+].[OH:19][C:20]1[CH:27]=[CH:26][C:23]([CH:24]=[O:25])=[CH:22][CH:21]=1.O>CS(C)=O>[NH2:5][C:4]1[CH:6]=[C:7]([O:19][C:20]2[CH:27]=[CH:26][C:23]([CH:24]=[O:25])=[CH:22][CH:21]=2)[CH:8]=[C:2]([F:1])[C:3]=1[N+:10]([O-:12])=[O:11] |f:1.2.3|. Reported procedure: A solution of 3,5-difluoro-2-nitroaniline (0.400 g, 2.30 mmol), Cs2CO3 (1.87 g, 5.74 mmol), and 4-hydroxybenzaldehyde (0.309 g, 2.53 mmol) in dimethylsulfoxide (5 mL) was heated at 80 degrees Centigrade for 2 hours and then cooled. Water was added and the organics extracted using ethyl acetate (2×50 mL). The combined organics were washed once in brine and dried (Na2SO4), filtered and concentrated. Chromatography on silica gel using a gradient of 20%-60% ethyl acetate/hexanes eluted the product t... Starting materials: CC1=C(C(=CC=C1)C)C1=CC=C(C=C1)C(=O)N1CC=2N(CC3=C1C=CC=C3)C(=CC2)C(=O)NCC=2C=NC=CC2 (10-[(2′,6′-Dimethyl-1,1′-biphenyl-4-yl)carbonyl]-N-(pyridin-3-ylmethyl)-10,11-dihydro-5H-pyrrolo[2,1-c][1,4]benzodiazepine-3-carboxamide), S(=O)(Cl)Cl (thionyl chloride), CSC1=C(C=CC=C1)C1=CC=C(C=C1)C(=O)O (2′-(Methylthio)-1,1′-biphenyl-4-carboxylic acid). The solvent is N1=CC=CC=C1 (pyridine). Run at time 1 hour. Product: CSC1=C(C=CC=C1)C1=CC=C(C=C1)C(=O)N1CC=2N(CC3=C1C=CC=C3)C(=CC2)C(=O)NCC=2C=NC=CC2 (10-{[2′-(Methylthio)-1,1′-biphenyl-4-yl]carbonyl}-N-(pyridin-3-ylmethyl)-10,11-dihydro-5H-pyrrolo[2,1-c][1,4]benzodiazepine-3-carboxamide). RXN SMILES: S(Cl)(Cl)=O.[CH3:5][S:6][C:7]1[CH:12]=[CH:11][CH:10]=[CH:9][C:8]=1[C:13]1[CH:18]=[CH:17][C:16]([C:19]([OH:21])=O)=[CH:15][CH:14]=1.CC1C=CC=C(C)C=1C1C=CC(C([N:38]2[C:44]3[CH:45]=[CH:46][CH:47]=[CH:48][C:43]=3[CH2:42][N:41]3[C:49]([C:52]([NH:54][CH2:55][C:56]4[CH:57]=[N:58][CH:59]=[CH:60][CH:61]=4)=[O:53])=[CH:50][CH:51]=[C:40]3[CH2:39]2)=O)=CC=1>N1C=CC=CC=1>[CH3:5][S:6][C:7]1[CH:12]=[CH:11][CH:10]=[CH:9][C:8]=1[C:13]1[CH:14]=[CH:15][C:16]([C:19]([N:38]2[C:44]3[CH:45]=[CH:46][CH:47]=[CH:48][C:43]=3[CH2:42][N:41]3[C:49]([C:52]([NH:54][CH2:55][C:56]4[CH:57]=[N:58][CH:59]=[CH:60][CH:61]=4)=[O:53])=[CH:50][CH:51]=[C:40]3[CH2:39]2)=[O:21])=[CH:17][CH:18]=1. Procedure: To 20 mL of thionyl chloride was added 0.244 g (0.001 mol) of 2′-(methylthio)-1,1′-biphenyl-4-carboxylic acid of Step A. The solution was heated under reflux for 1 hour. The excess thionyl chloride was removed in a vacuo. To the residue was added 25 mL of dry pyridine and 0.318 g (0.001 mol) of N-(pyridyl-3-ylmethyl)-10,11-dihydro-5H-pyrrolo[2,1-c][1,4]benzodiazepine-3-carboxamide of Example 12. The reaction was allowed to stand at room temperature for 1 hour and the pyridine was removed in vacu... Starting materials: C(C)(=O)OCCBr (2-bromoethyl acetate), ClC1=CC=C2N1N=C(C(=C2C2=CC=C(C=C2)F)CO)C(C)C ((7-chloro-4-(4-fluorophenyl)-2-isopropylpyrrolo[1,2-b]pyridazin-3-yl)methanol), [H-].[Na+] (sodium hydride). Solvent: CN(C=O)C (N,N-dimethylformamide), oil. Conditions: time 20 minute. Yields the product C(C)(=O)OCC1=C(C=2N(N=C1C(C)C)C(=CC2)Cl)C2=CC=C(C=C2)F ([7-chloro-4-(4-fluorophenyl)-2-isopropylpyrrolo[1,2-b]pyridazin-3-yl]methyl acetate). The yield is 92.8%. As a reaction SMILES: [Cl:1][C:2]1[N:6]2[N:7]=[C:8]([CH:20]([CH3:22])[CH3:21])[C:9]([CH2:18][OH:19])=[C:10]([C:11]3[CH:16]=[CH:15][C:14]([F:17])=[CH:13][CH:12]=3)[C:5]2=[CH:4][CH:3]=1.[H-].[Na+].[C:25](OCCBr)(=[O:27])[CH3:26]>CN(C)C=O>[C:25]([O:19][CH2:18][C:9]1[C:8]([CH:20]([CH3:22])[CH3:21])=[N:7][N:6]2[C:2]([Cl:1])=[CH:3][CH:4]=[C:5]2[C:10]=1[C:11]1[CH:12]=[CH:13][C:14]([F:17])=[CH:15][CH:16]=1)(=[O:27])[CH3:26] |f:1.2|. Procedure details: To a solution of (7-chloro-4-(4-fluorophenyl)-2-isopropylpyrrolo[1,2-b]pyridazin-3-yl)methanol (40 mg) in N,N-dimethylformamide (1 mL) was added 40% sodium hydride in oil (5.5 mg) in an ice-water bath. After 20 minutes, to the mixture was added 2-bromoethyl acetate (31 mg) at the temperature. After 15 minutes, the reaction mixture was stirred at ambient temperature for 5 hours. The reaction mixture was partitioned between ethyl acetate and water. The organic layer was washed with water three tim... The reactants are CC(C)(C)C(=O)Cl, CCOC(=N)N1Cc2ccccc2-c2ccccc2C1. Product: CCOC(=NC(=O)C(C)(C)C)N1Cc2ccccc2-c2ccccc2C1. As a reaction SMILES: [C:21]([C:22]([CH3:23])([CH3:24])[CH3:25])(=[O:26])[Cl:27].[cH:1]1[cH:2][cH:3][cH:4][c:5]2[c:11]1-[c:10]1[c:9]([cH:15][cH:14][cH:13][cH:12]1)[CH2:8][N:7]([C:16]([O:17][CH2:18][CH3:19])=[NH:20])[CH2:6]2>>[cH:1]1[cH:2][cH:3][cH:4][c:5]2[c:11]1-[c:10]1[c:9]([cH:15][cH:14][cH:13][cH:12]1)[CH2:8][N:7]([C:16]([O:17][CH2:18][CH3:19])=[N:20][C:21]([C:22]([CH3:23])([CH3:24])[CH3:25])=[O:26])[CH2:6]2. Starting materials: CC1=C(C=CC=C1)C1(C2=CC=CC=C2C=2C=CC=CC12)O (9-(2-methylphenyl)-9H-fluoren-9-ol), COC([C@@H](NC(=O)OCC1C2=CC=CC=C2C=2C=CC=CC12)[C@H](O)C)=O (Nα -(9-fluorenyl methoxycarbonyl )-L-threonine methyl ester). The product is CC1=C(C=CC=C1)C1(C2=CC=CC=C2C=2C=CC=CC12)O[C@@H]([C@H](N)C(=O)O)C (O-[9-(2-Methylphenyl)-9H-fluoren-9-yl]-L-threonine). Reaction SMILES: [CH3:1][C:2]1[CH:7]=[CH:6][CH:5]=[CH:4][C:3]=1[C:8]1([OH:21])[C:20]2[CH:19]=[CH:18][CH:17]=[CH:16][C:15]=2[C:14]2[C:9]1=[CH:10][CH:11]=[CH:12][CH:13]=2.C[O:23][C:24](=[O:47])[C@H:25]([C@@H:44]([CH3:46])O)[NH:26]C(OCC1C2C=CC=CC=2C2C1=CC=CC=2)=O>>[CH3:1][C:2]1[CH:7]=[CH:6][CH:5]=[CH:4][C:3]=1[C:8]1([O:21][C@H:44]([CH3:46])[C@@H:25]([C:24]([OH:47])=[O:23])[NH2:26])[C:20]2[CH:19]=[CH:18][CH:17]=[CH:16][C:15]=2[C:14]2[C:9]1=[CH:10][CH:11]=[CH:12][CH:13]=2. Reported procedure: from 9-(2-methylphenyl)-9H-fluoren-9-ol (Example 3g) and Nα -(9-fluorenyl methoxycarbonyl )-L-threonine methyl ester; Reactants: C=CCOC(=O)N1CC(OC(=O)c2ccccc2)CC1C=C(C)C(C)=O, C[O-], CC(=O)O, CCOC(C)=O, CO, [Na+]. Product: C=CCOC(=O)N1CC(O)CC1C=C(C)C(C)=O. As a reaction SMILES: [CH2:1]([CH:2]=[CH2:3])[O:4][C:5](=[O:6])[N:7]1[CH:8]([CH:21]=[C:22]([C:23]([CH3:24])=[O:25])[CH3:26])[CH2:9][CH:10]([O:12][C:13](=[O:14])[c:15]2[cH:16][cH:17][cH:18][cH:19][cH:20]2)[CH2:11]1.[CH3:27][O-:28].[CH3:30][C:31](=[O:32])[OH:33].[CH3:34][CH2:35][O:36][C:37](=[O:38])[CH3:39].[CH3:40][OH:41].[Na+:29]>>[CH2:1]([CH:2]=[CH2:3])[O:4][C:5](=[O:6])[N:7]1[CH:8]([CH:21]=[C:22]([C:23]([CH3:24])=[O:25])[CH3:26])[CH2:9][CH:10]([OH:12])[CH2:11]1.